Task: describe an organic reaction: reactants, conditions, products, and yield. Dataset: the Open Reaction Database (ORD), a public repository of structured organic reaction records Starting materials: CCC(C)COc1nc(N)c2ncn(C3CCCCO3)c2n1, ClC(Cl)Cl, ClCCl, O=C1CCC(=O)N1Br. Yields the product CCC(C)COc1nc(N)c2nc(Br)n(C3CCCCO3)c2n1. RXN SMILES: [CH3:1][CH:2]([CH2:3][O:4][c:5]1[n:6][c:7]([NH2:20])[c:8]2[n:9][cH:10][n:11]([CH:14]3[O:15][CH2:16][CH2:17][CH2:18][CH2:19]3)[c:12]2[n:13]1)[CH2:21][CH3:22].[CH:34]([Cl:35])([Cl:36])[Cl:37].[Cl:31][CH2:32][Cl:33].[O:23]=[C:24]1[N:25]([Br:30])[C:26](=[O:27])[CH2:28][CH2:29]1>>[CH3:1][CH:2]([CH2:3][O:4][c:5]1[n:6][c:7]([NH2:20])[c:8]2[n:9][c:10]([Br:30])[n:11]([CH:14]3[O:15][CH2:16][CH2:17][CH2:18][CH2:19]3)[c:12]2[n:13]1)[CH2:21][CH3:22]. Starting materials: resultant mixture, C1(=CC=CC=C1)C1=CC(NO1)=O (5-phenyl-3-isooxazolone), C1(=CC=C(C=C1)S(=O)(=O)OC)C (methyl p-toluenesulfonate), [OH-].[Na+] (sodium hydroxide), N (ammonia). Run in O (water). Conditions: temperature 80 celsius, time 3 hour. Product: CC=1C(NOC1C1=CC=CC=C1)=O (Methyl-5-phenyl-3-isooxazolone). Isolated yield 46.0%. Reaction SMILES: [C:1]1([C:7]2[O:11][NH:10][C:9](=[O:12])[CH:8]=2)[CH:6]=[CH:5][CH:4]=[CH:3][CH:2]=1.[C:13]1(C)C=CC(S(OC)(=O)=O)=CC=1.[OH-].[Na+].N>O>[CH3:13][C:8]1[C:9](=[O:12])[NH:10][O:11][C:7]=1[C:1]1[CH:2]=[CH:3][CH:4]=[CH:5][CH:6]=1 |f:2.3|. Procedure details: To 60 g of 5-phenyl-3-isooxazolone was added 150 ml of methyl p-toluenesulfonate and the mixture obtained wa stirred for 3 hours at 80° C. The reaction mixture was allowed to cool, and after gradually adding thereto 30 ml of an aqueous 10% sodium hydroxide solution and 50 ml of an aqueous 30% ammonia solution under cooling, the resultant mixture was stirred for one hour at room temperature. Then, 500 ml of water was further added thereto and the mixture was stirred for a few hours at room temper... Reactants: C(=O)(O)[O-].[Na+] (NaHCO3), CN(C(OC(C)(C)C)=O)CC1(CCC2=CC=CC=C12)CC=O (tert-butyl methyl{[1-(2-oxoethyl)-2,3-dihydro-1H-inden-1-yl]methyl}carbamate), [C@H]12CC(C[C@H](CC1)N2)N2C(=NC1=C2C=CC=C1)C (1-[(1R,5S)-8-azabicyclo[3.2.1]oct-3-yl]-2-methyl-1H-benzimidazole), C(C)(=O)O[BH-](OC(C)=O)OC(C)=O.[Na+] (sodium triacetoxyborohydride). Solvent: ClCCCl (DCE). Conditions: time 8 hour. Yields the product CN(C(OC(C)(C)C)=O)CC1(CCC2=CC=CC=C12)CCN1[C@H]2CC(C[C@@H]1CC2)N2C(=NC1=C2C=CC=C1)C (tert-butyl methyl[(1-{2-[(1R,5S)-3-(2-methyl-1H-benzimidazol-1-yl)-8-azabicyclo[3.2.1]oct-8-yl]ethyl}-2,3-dihydro-1H-inden-1-yl)methyl]carbamate). Yield: 70.9%. RXN SMILES: [CH3:1][N:2]([CH2:10][C:11]1([CH2:20][CH:21]=O)[C:19]2[C:14](=[CH:15][CH:16]=[CH:17][CH:18]=2)[CH2:13][CH2:12]1)[C:3](=[O:9])[O:4][C:5]([CH3:8])([CH3:7])[CH3:6].[C@@H:23]12[NH:30][C@@H:27]([CH2:28][CH2:29]1)[CH2:26][CH:25]([N:31]1[C:35]3[CH:36]=[CH:37][CH:38]=[CH:39][C:34]=3[N:33]=[C:32]1[CH3:40])[CH2:24]2.C(O[BH-](OC(=O)C)OC(=O)C)(=O)C.[Na+].C([O-])(O)=O.[Na+]>ClCCCl>[CH3:1][N:2]([CH2:10][C:11]1([CH2:20][CH2:21][N:30]2[C@H:27]3[CH2:28][CH2:29][C@@H:23]2[CH2:24][CH:25]([N:31]2[C:35]4[CH:36]=[CH:37][CH:38]=[CH:39][C:34]=4[N:33]=[C:32]2[CH3:40])[CH2:26]3)[C:19]2[C:14](=[CH:15][CH:16]=[CH:17][CH:18]=2)[CH2:13][CH2:12]1)[C:3](=[O:9])[O:4][C:5]([CH3:8])([CH3:7])[CH3:6] |f:2.3,4.5|. Procedure details: tert-butyl methyl{[1-(2-oxoethyl)-2,3-dihydro-1H-inden-1-yl]methyl}carbamate (600 mg, 1.98 mmole) and 1-[(1R,5S)-8-azabicyclo[3.2.1]oct-3-yl]-2-methyl-1H-benzimidazole (622 mg, 1.98 mmole) was dissolved in 50 ml of DCE to which was added sodium triacetoxyborohydride (839 mg, 3.96 mmole) which was stirred overnight. A saturated solution of NaHCO3 was added to quench the remaining hydride. The organic layer was washed with water and evaporated. The resulting residue was absorbed into silica gel an...